Task: describe an organic reaction: reactants, conditions, products, and yield. Dataset: the Open Reaction Database (ORD), a public repository of structured organic reaction records The reactants are Cl(=O)(=O)(=O)O (perchloric acid), BrC1=C(SC=2C1=C1C=CC=NC1=CC2)C(C(=O)OC)O (methyl 2-{1-bromothieno[3,2-f]quinolin-2-yl}-2-hydroxyacetate), C([O-])(O)=O.[Na+] (sodium bicarbonate). Solvent: C(C)(C)(C)OC(C)=O (tert-butylacetate). Run at temperature -5 celsius, time 5 hour. Product: BrC1=C(SC=2C1=C1C=CC=NC1=CC2)C(C(=O)OC)OC(C)(C)C (methyl 2-{1-bromothieno[3,2-f]quinolin-2-yl}-2-(tert-butoxy)acetate). The yield is 60.5%. As a reaction SMILES: [Br:1][C:2]1[C:6]2=[C:7]3[C:12](=[CH:13][CH:14]=[C:5]2[S:4][C:3]=1[CH:15]([OH:20])[C:16]([O:18][CH3:19])=[O:17])[N:11]=[CH:10][CH:9]=[CH:8]3.Cl(O)(=O)(=O)=O.C(=O)(O)[O-].[Na+]>C(OC(=O)C)(C)(C)C>[Br:1][C:2]1[C:6]2=[C:7]3[C:12](=[CH:13][CH:14]=[C:5]2[S:4][C:3]=1[CH:15]([O:20][C:6]([CH3:7])([CH3:2])[CH3:5])[C:16]([O:18][CH3:19])=[O:17])[N:11]=[CH:10][CH:9]=[CH:8]3 |f:2.3|. Reported procedure: To a suspension of methyl 2-{1-bromothieno[3,2-f]quinolin-2-yl}-2-hydroxyacetate (16h) (152 mg, 0.43 mmol) in tert-butylacetate (2.3 mL) at −10° C. was added perchloric acid (69.4 μL). The mixture was stirred at −5° C. for 5 hours and then warmed at room temperature for 1 hour more. The mixture was then basified with a saturated aqueous solution of sodium bicarbonate until pH 8. The aqueous layer was extracted with ethyl acetate. The organic layer was washed with brine, dried over sodium sulfate... Reactants: C(CCC)[C@@H]1CC[C@H](CC1)CO (trans-4-butylcyclohexylmethanol), N1=CC=CC=C1 (pyridine), O=S(Cl)Cl (SOCl2). Yields the product C(CCC)[C@@H]1CC[C@H](CC1)CCl (trans-4-butylcyclohexylchloromethane). Yield: 90.9%. Reaction SMILES: [CH2:1]([C@H:5]1[CH2:10][CH2:9][C@H:8]([CH2:11]O)[CH2:7][CH2:6]1)[CH2:2][CH2:3][CH3:4].N1C=CC=CC=1.O=S(Cl)[Cl:21]>>[CH2:1]([C@H:5]1[CH2:10][CH2:9][C@H:8]([CH2:11][Cl:21])[CH2:7][CH2:6]1)[CH2:2][CH2:3][CH3:4]. Reported procedure: 37 g (0.22 mol) of trans-4-butylcyclohexylmethanol and 18 g (0.23 mol) of anhydrous pyridine were given dropwise addition of 32 g (0.27 mol) of SOCl2 in an ice water bath while stirring, and then stirred for 3 hours at 105°-110° C. with a mantle heater. The reactant was cooled to room temperature, poured into a beaker containing concentrated HC1 and ice, the oily layer was taken off, the water layer was extracted with chloroform, combined with the oily layer and washed with 10% HCl and water. Th... The reactants are BrC=1C=C2CCN(CC2=CC1)C(=O)N1CC(C1)N[C@@H]1CN(CC1)C(=O)C=1SC=CN1 ((S)-(3-((1-(6-Bromo-1,2,3,4-tetrahydroisoquinoline-2-carbonyl)azetidin-3-yl)amino)pyrrolidin-1-yl)(thiazol-2-yl)methanone), C1(=CC=CC=C1)B(O)O (phenyl boronic acid), C(Cl)Cl (CH2Cl2), C(=O)([O-])[O-].[Na+].[Na+] (Na2CO3). The reagents and catalysts are C1=CC=C(C=C1)P([C-]2C=CC=C2)C3=CC=CC=C3.C1=CC=C(C=C1)P([C-]2C=CC=C2)C3=CC=CC=C3.Cl[Pd]Cl.[Fe+2] (Pd(dppf)Cl2). Run in CCOC(=O)C (EtOAc), O (water), O1CCOCC1 (dioxane), O (water). Yields the product C1(=CC=CC=C1)C=1C=C2CCN(CC2=CC1)C(=O)N1CC(C1)N[C@@H]1CN(CC1)C(=O)C=1SC=CN1 ((S)-(3-((1-(6-Phenyl-1,2,3,4-tetrahydroisoquinoline-2-carbonyl)azetidin-3-yl)amino)pyrrolidin-1-yl)(thiazol-2-yl)methanone). Isolated yield 86.0%. RXN SMILES: Br[C:2]1[CH:3]=[C:4]2[C:9](=[CH:10][CH:11]=1)[CH2:8][N:7]([C:12]([N:14]1[CH2:17][CH:16]([NH:18][C@H:19]3[CH2:23][CH2:22][N:21]([C:24]([C:26]4[S:27][CH:28]=[CH:29][N:30]=4)=[O:25])[CH2:20]3)[CH2:15]1)=[O:13])[CH2:6][CH2:5]2.[C:31]1(B(O)O)[CH:36]=[CH:35][CH:34]=[CH:33][CH:32]=1.C(Cl)Cl.C([O-])([O-])=O.[Na+].[Na+]>O1CCOCC1.O.CCOC(C)=O.C1C=CC(P(C2C=CC=CC=2)[C-]2C=CC=C2)=CC=1.C1C=CC(P(C2C=CC=CC=2)[C-]2C=CC=C2)=CC=1.Cl[Pd]Cl.[Fe+2]>[C:31]1([C:2]2[CH:3]=[C:4]3[C:9](=[CH:10][CH:11]=2)[CH2:8][N:7]([C:12]([N:14]2[CH2:15][CH:16]([NH:18][C@H:19]4[CH2:23][CH2:22][N:21]([C:24]([C:26]5[S:27][CH:28]=[CH:29][N:30]=5)=[O:25])[CH2:20]4)[CH2:17]2)=[O:13])[CH2:6][CH2:5]3)[CH:36]=[CH:35][CH:34]=[CH:33][CH:32]=1 |f:3.4.5,9.10.11.12|. Procedure details: A mixture of compound 10 (82 mg, 0.167 mmol), phenyl boronic acid 2a (35 mg, 0.284 mmol), Pd(dppf)Cl2.CH2Cl2 (14 mg, 0.0167 mmol) and Na2CO3 (35 mg, 0.334 mmol) in dioxane (0.8 mL) and water (0.2 mL) in a capped vial was heated at 80° C. for 6 h. The reaction mixture was diluted with EtOAc and water. The organic layer was concentrated and purified by chromatography (silica gel, 5% MeOH/EtOAc) to give compound 11 (70 mg). MS m/z (M+H+) 488.